From a dataset of the Open Reaction Database (ORD), a public repository of structured organic reaction records. describe an organic reaction: reactants, conditions, products, and yield Procedure: Ethyl 4-hydroxy-3-nitrobenzoate (32 g) prepared according to the method described in J. Org. Chem., vol. 26, p. 2223 (1961) was subjected to reduction under increased pressure at 70 atm in the presence of a Raney Nickel catalyst in absolute ethanol (200 ml). The product was then caused to react with chloroacetyl chloride, and was subsequently subjected to ring closure with phosphorous oxychloride to yield 2-chloromethyl-5-ethoxycarbonylbenzoxazole (27.3 g). The chloromethyl compound (10 g) was c... Reagents/catalysts: [Ni] (Raney Nickel). Solvent: C(C)O (ethanol). The reactants are OC1=C(C=C(C(=O)OCC)C=C1)[N+](=O)[O-] (Ethyl 4-hydroxy-3-nitrobenzoate), ClCC(=O)Cl (chloroacetyl chloride), P(=O)(Cl)(Cl)Cl (phosphorous oxychloride). RXN SMILES: [OH:1][C:2]1[CH:12]=[CH:11][C:5]([C:6]([O:8][CH2:9][CH3:10])=[O:7])=[CH:4][C:3]=1[N+:13]([O-])=O.[Cl:16][CH2:17][C:18](Cl)=O.P(Cl)(Cl)(Cl)=O>[Ni].C(O)C>[Cl:16][CH2:17][C:18]1[O:1][C:2]2[CH:12]=[CH:11][C:5]([C:6]([O:8][CH2:9][CH3:10])=[O:7])=[CH:4][C:3]=2[N:13]=1. The product is ClCC=1OC2=C(N1)C=C(C=C2)C(=O)OCC (2-chloromethyl-5-ethoxycarbonylbenzoxazole). Reactants: CCOC(=O)C(C)(C)c1ccc(CN(Cc2cccc(OCC(=O)O)c2)S(=O)(=O)c2cccnc2)cc1, C1CCOC1, [Li+], [OH-], O, O. Yields the product CC(C)(C(=O)O)c1ccc(CN(Cc2cccc(OCC(=O)O)c2)S(=O)(=O)c2cccnc2)cc1. As a reaction SMILES: [CH2:1]([CH3:2])[O:3][C:4]([C:5]([CH3:6])([CH3:7])[c:8]1[cH:9][cH:10][c:11]([CH2:14][N:15]([S:16](=[O:17])(=[O:18])[c:19]2[cH:20][n:21][cH:22][cH:23][cH:24]2)[CH2:25][c:26]2[cH:27][c:28]([O:32][CH2:33][C:34](=[O:35])[OH:36])[cH:29][cH:30][cH:31]2)[cH:12][cH:13]1)=[O:37].[CH2:41]1[O:42][CH2:43][CH2:44][CH2:45]1.[Li+:39].[OH-:38].[OH2:40].[OH2:46]>>[O:3]=[C:4]([C:5]([CH3:6])([CH3:7])[c:8]1[cH:9][cH:10][c:11]([CH2:14][N:15]([S:16](=[O:17])(=[O:18])[c:19]2[cH:20][n:21][cH:22][cH:23][cH:24]2)[CH2:25][c:26]2[cH:27][c:28]([O:32][CH2:33][C:34](=[O:35])[OH:36])[cH:29][cH:30][cH:31]2)[cH:12][cH:13]1)[OH:37]. Reactants: BrBr, COc1nc2c(cc1Br)C(C)CN(C(=O)C(F)(F)F)CC2, COc1ccc2c(n1)CCN(C(=O)C(F)(F)F)CC2C, CO, CCOC(C)=O, [K+], [K+], [Na+], O=C([O-])O, O=C([O-])[O-]. Yields the product COc1nc2c(cc1Br)C(C)CNCC2. Reaction SMILES: [Br:1][Br:2].[Br:28][c:29]1[cH:30][c:31]2[c:32]([n:45][c:46]1[O:47][CH3:48])[CH2:33][CH2:34][N:35]([C:39](=[O:40])[C:41]([F:42])([F:43])[F:44])[CH2:36][CH:37]2[CH3:38].[CH3:3][O:4][c:5]1[cH:6][cH:7][c:8]2[c:21]([n:22]1)[CH2:20][CH2:19][N:12]([C:13](=[O:14])[C:15]([F:16])([F:17])[F:18])[CH2:11][CH:9]2[CH3:10].[CH3:55][OH:56].[CH3:57][CH2:58][O:59][C:60]([CH3:61])=[O:62].[K+:49].[K+:50].[Na+:27].[O-:23][C:24]([OH:25])=[O:26].[O-:51][C:52]([O-:53])=[O:54]>>[Br:28][c:29]1[cH:30][c:31]2[c:32]([n:45][c:46]1[O:47][CH3:48])[CH2:33][CH2:34][NH:35][CH2:36][CH:37]2[CH3:38]. Reactants: C(C)OC(CC1(OCCC2=C1NC1=CC=C(C=C21)OCC2=CC=CC=C2)CCC)=O (Ethyl-1-propyl-1,3,4,9-tetrahydro-6-(phenylmethoxy)pyrano[3,4-b]indole-1-acetate). Reagents/catalysts: [Pd] (Pd/C). The solvent is C(C)O (ethanol). Run at time 6 hour. The product is C(C)OC(CC1(OCCC2=C1NC1=CC=C(C=C21)O)CCC)=O (Ethyl-1-propyl-1,3,4,9-tetrahydro-6-hydroxypyrano[3,4-b]indole-1-acetate). The yield is 89.2%. Reaction SMILES: [CH2:1]([O:3][C:4](=[O:30])[CH2:5][C:6]1([CH2:27][CH2:28][CH3:29])[C:11]2[NH:12][C:13]3[C:18]([C:10]=2[CH2:9][CH2:8][O:7]1)=[CH:17][C:16]([O:19]CC1C=CC=CC=1)=[CH:15][CH:14]=3)[CH3:2]>[Pd].C(O)C>[CH2:1]([O:3][C:4](=[O:30])[CH2:5][C:6]1([CH2:27][CH2:28][CH3:29])[C:11]2[NH:12][C:13]3[C:18]([C:10]=2[CH2:9][CH2:8][O:7]1)=[CH:17][C:16]([OH:19])=[CH:15][CH:14]=3)[CH3:2]. Reported procedure: A suspension of the 6-benzyloxypyranoindole (5.4 g, 13.25 mmol) of Step A, and 10% Pd/C catalyst (600 mg) in ethanol (150 mL) is hydrogenated for 6 hours in a Parr shaker. Filtration of the catalyst and evaporation of the solvent affords the title compound (3.75 g, 89%) as a cream-colored foam homogeneous by TLC. Isolated yield 55.6%. Starting materials: 2B, N12CCN(CC1)CC2 (1,4-Diazabicyclo[2.2.2]octane), Cl (hydrochloric acid), FC(C=1C=C(CBr)C=C(C1)C(F)(F)F)(F)F (3,5-Bis(trifluromethyl)benzylbromide), C(C)OC(=O)N1[C@@H](C[C@@H](C2=CC(=CC=C12)C(F)(F)F)NC(=O)OC)CC ((2R, 4S)-2-ethyl-4-methoxycarbonylamino-6-trifluoromethyl-3,4-dihydro-2H-quinoline-1-carboxylic acid ethyl ester), CC(C)([O-])C.[K+] (potassium t-butoxide). The solvent is C(C)O (Ethanol), C(Cl)Cl (CH2Cl2). Product: C(C)OC(=O)N1[C@@H](C[C@@H](C2=CC(=CC=C12)C(F)(F)F)N(C(=O)OC)CC1=CC(=CC(=C1)C(F)(F)F)C(F)(F)F)CC ((2R, 4S)-4-[(3,5-Bis-trifluoromethyl-benzyl)-methoxycarbonyl-amino]-2-ethyl-6-trifluoromethyl-3,4-dihydro-2H-quinoline-1-carboxylic acid ethyl ester). Reported procedure: A clean, dry and nitrogen gas purged 100 L glass tank was charged with (2R, 4S)-2-ethyl-4-methoxycarbonylamino-6-trifluoromethyl-3,4-dihydro-2H-quinoline-1-carboxylic acid ethyl ester (5175 g, 13.82 mol), CH2Cl2 (20 L), and potassium t-butoxide (1551 g, 13.82 mol) at room temperature. The mixture was stirred for five minutes. 3,5-Bis(trifluromethyl)benzylbromide (3.50 L, 19.1 mol) was added to the mixture in one portion. The internal temperature was maintained between 20-25° C. for 1.5 hours. Af... As a reaction SMILES: [CH2:1]([O:3][C:4]([N:6]1[C:15]2[C:10](=[CH:11][C:12]([C:16]([F:19])([F:18])[F:17])=[CH:13][CH:14]=2)[C@@H:9]([NH:20][C:21]([O:23][CH3:24])=[O:22])[CH2:8][C@H:7]1[CH2:25][CH3:26])=[O:5])[CH3:2].CC(C)([O-])C.[K+].[F:33][C:34]([F:48])([F:47])[C:35]1[CH:36]=[C:37]([CH:40]=[C:41]([C:43]([F:46])([F:45])[F:44])[CH:42]=1)[CH2:38]Br.N12CCN(CC1)CC2.Cl>CC(C)([O-])C.[K+].C(O)C.C(Cl)Cl>[CH2:1]([O:3][C:4]([N:6]1[C:15]2[C:10](=[CH:11][C:12]([C:16]([F:18])([F:17])[F:19])=[CH:13][CH:14]=2)[C@@H:9]([N:20]([CH2:38][C:37]2[CH:40]=[C:41]([C:43]([F:45])([F:46])[F:44])[CH:42]=[C:35]([C:34]([F:33])([F:47])[F:48])[CH:36]=2)[C:21]([O:23][CH3:24])=[O:22])[CH2:8][C@H:7]1[CH2:25][CH3:26])=[O:5])[CH3:2] |f:1.2,6.7|. Reagents/catalysts: CC(C)([O-])C.[K+] (potassium t-butoxide). Conditions: temperature 22.5 celsius, time 5 minute. The reactants are BrCc1ccc2ccccc2c1, CCOC(=O)CC(C)=O, CCO, [Na]. Product: CCOC(=O)C(Cc1ccc2ccccc2c1)C(C)=O. Reaction SMILES: [Br:11][CH2:12][c:13]1[cH:14][c:15]2[cH:16][cH:17][cH:18][cH:19][c:20]2[cH:21][cH:22]1.[C:1]([CH2:2][C:3](=[O:4])[CH3:5])(=[O:6])[O:7][CH2:8][CH3:9].[CH3:23][CH2:24][OH:25].[Na:10]>>[C:1]([CH:2]([C:3](=[O:4])[CH3:5])[CH2:12][c:13]1[cH:14][c:15]2[cH:16][cH:17][cH:18][cH:19][c:20]2[cH:21][cH:22]1)(=[O:6])[O:7][CH2:8][CH3:9]. Reactants: BrCC=1C(=C(C=2N(N1)C(=CC2)CC)C=2C=NC=C(C2)Br)CCCCC(=O)OCC (ethyl 5-[2-(bromomethyl)-4-(5-bromo-3-pyridinyl)-7-ethylpyrrolo[1,2-b]pyridazin-3-yl]pentanoate), [C-]#N.[K+] (potassium cyanide). Run in CN(C=O)C (N,N-dimethylformamide). Conditions: time 28 hour. Product: BrC=1C=C(C=NC1)C=1C=2N(N=C(C1CCCCC(=O)OCC)CC#N)C(=CC2)CC (ethyl 5-[4-(5-bromo-3-pyridinyl)-2-(cyanomethyl)-7-ethylpyrrolo[1,2-b]pyridazin-3-yl]pentanoate). Yield: 45.9%. RXN SMILES: Br[CH2:2][C:3]1[C:4]([CH2:21][CH2:22][CH2:23][CH2:24][C:25]([O:27][CH2:28][CH3:29])=[O:26])=[C:5]([C:14]2[CH:15]=[N:16][CH:17]=[C:18]([Br:20])[CH:19]=2)[C:6]2[N:7]([C:9]([CH2:12][CH3:13])=[CH:10][CH:11]=2)[N:8]=1.[C-:30]#[N:31].[K+]>CN(C)C=O>[Br:20][C:18]1[CH:19]=[C:14]([C:5]2[C:6]3[N:7]([C:9]([CH2:12][CH3:13])=[CH:10][CH:11]=3)[N:8]=[C:3]([CH2:2][C:30]#[N:31])[C:4]=2[CH2:21][CH2:22][CH2:23][CH2:24][C:25]([O:27][CH2:28][CH3:29])=[O:26])[CH:15]=[N:16][CH:17]=1 |f:1.2|. Procedure details: A mixture of ethyl 5-[2-(bromomethyl)-4-(5-bromo-3-pyridinyl)-7-ethylpyrrolo[1,2-b]pyridazin-3-yl]pentanoate (70.0 mg) and potassium cyanide (13.1 mg) in N,N-dimethylformamide (1 mL) was stirred for 28 hours at room temperature. The mixture was partitioned between ethyl acetate and water. The organic layer was washed with water (two times), brine, dried over magnesium sulfate, and evaporated to give ethyl 5-[4-(5-bromo-3-pyridinyl)-2-(cyanomethyl)-7-ethylpyrrolo[1,2-b]pyridazin-3-yl]pentanoate a... The reactants are BrCCCOC1=C(C(=C(C=C1)C(C)=O)CCC)O (1-[4-(3-bromopropoxy)-3-hydroxy-2-propylphenyl]ethanone), OC=1C=C(C(=O)OCC)C=CC1 (ethyl 3-hydroxybenzoate), C([O-])([O-])=O.[K+].[K+] (potassium carbonate). Yields the product C(C)OC(C1=CC(=CC=C1)OCCCOC1=C(C(=C(C=C1)C(C)=O)O)CCC)=O (3-[3-(4-Acetyl-3-hydroxy-2-propylphenoxy)propoxy]benzoic acid ethyl ester). Isolated yield 84.0%. As a reaction SMILES: Br[CH2:2][CH2:3][CH2:4][O:5][C:6]1[CH:11]=[CH:10][C:9]([C:12](=[O:14])[CH3:13])=[C:8]([CH2:15][CH2:16]C)[C:7]=1O.[OH:19][C:20]1[CH:21]=[C:22]([CH:28]=[CH:29][CH:30]=1)[C:23]([O:25][CH2:26][CH3:27])=[O:24].[C:31](=[O:34])([O-])[O-].[K+].[K+]>>[CH2:26]([O:25][C:23](=[O:24])[C:22]1[CH:28]=[CH:29][CH:30]=[C:20]([O:19][CH2:2][CH2:3][CH2:4][O:5][C:6]2[CH:11]=[CH:10][C:9]([C:12](=[O:14])[CH3:13])=[C:31]([OH:34])[C:7]=2[CH2:8][CH2:15][CH3:16])[CH:21]=1)[CH3:27] |f:2.3.4|. Procedure details: A mixture of 1.5 g of 1-[4-(3-bromopropoxy)-3-hydroxy-2-propylphenyl]ethanone, 0.79 g of ethyl 3-hydroxybenzoate and 1.0 g of potassium carbonate was allowed to react according to Example 79 to give 1.6 g (83% yield) of 3-[3-(4-Acetyl-3-hydroxy-2-propylphenoxy)propoxy]benzoic acid ethyl ester, the title compound as an oil. Reactants: COCN(Cc1ccccc1)C[Si](C)(C)C, ClCCl, O=C1C=CC(=O)N1c1ccc(OC(F)(F)F)cc1, O=C(O)C(F)(F)F. Product: O=C1C2CN(Cc3ccccc3)CC2C(=O)N1c1ccc(OC(F)(F)F)cc1. Reaction SMILES: [CH3:26][O:27][CH2:28][N:29]([CH2:30][c:31]1[cH:32][cH:33][cH:34][cH:35][cH:36]1)[CH2:37][Si:38]([CH3:39])([CH3:40])[CH3:41].[Cl:42][CH2:43][Cl:44].[F:8][C:9]([O:10][c:11]1[cH:12][cH:13][c:14]([N:17]2[C:18](=[O:23])[CH:19]=[CH:20][C:21]2=[O:22])[cH:15][cH:16]1)([F:24])[F:25].[OH:1][C:2]([C:3]([F:4])([F:5])[F:6])=[O:7]>>[F:8][C:9]([O:10][c:11]1[cH:12][cH:13][c:14]([N:17]2[C:18](=[O:23])[CH:19]3[CH:20]([C:21]2=[O:22])[CH2:28][N:29]([CH2:30][c:31]2[cH:32][cH:33][cH:34][cH:35][cH:36]2)[CH2:37]3)[cH:15][cH:16]1)([F:24])[F:25]. Reactants: CC(=O)OCC(=O)C1C(C)CC2C3C=C(Cl)C4=CC(=O)CCC4(C)C3C(O)CC21C, O=C([O-])[O-], CO, CC(=O)O, [K+], [K+]. The product is CC1CC2C3C=C(Cl)C4=CC(=O)CCC4(C)C3C(O)CC2(C)C1C(=O)CO. RXN SMILES: [C:1](=[O:2])([CH3:3])[O:4][CH2:5][C:6]([CH:7]1[CH:8]([CH3:29])[CH2:9][CH:10]2[CH:11]3[CH:12]=[C:13]([Cl:28])[C:14]4=[CH:15][C:16](=[O:27])[CH2:17][CH2:18][C:19]4([CH3:20])[CH:21]3[CH:22]([OH:26])[CH2:23][C:24]12[CH3:25])=[O:30].[C:33](=[O:34])([O-:35])[O-:36].[CH3:31][OH:32].[CH3:39][C:40](=[O:41])[OH:42].[K+:37].[K+:38]>>[OH:4][CH2:5][C:6]([CH:7]1[CH:8]([CH3:29])[CH2:9][CH:10]2[CH:11]3[CH:12]=[C:13]([Cl:28])[C:14]4=[CH:15][C:16](=[O:27])[CH2:17][CH2:18][C:19]4([CH3:20])[CH:21]3[CH:22]([OH:26])[CH2:23][C:24]12[CH3:25])=[O:30].